Dataset: the Open Reaction Database (ORD), a public repository of structured organic reaction records. Task: describe an organic reaction: reactants, conditions, products, and yield Starting materials: O=C([O-])[O-], BrCC=Cc1ccccc1, CC#N, [Cs+], [Cs+], Oc1ccc2[nH]ccc2c1. The product is C(=Cc1ccccc1)COc1ccc2[nH]ccc2c1. Reaction SMILES: [C:11](=[O:12])([O-:13])[O-:14].[CH2:17]([CH:18]=[CH:19][c:20]1[cH:21][cH:22][cH:23][cH:24][cH:25]1)[Br:26].[CH3:27][C:28]#[N:29].[Cs+:15].[Cs+:16].[OH:1][c:2]1[cH:3][c:4]2[cH:5][cH:6][nH:7][c:8]2[cH:9][cH:10]1>>[O:1]([c:2]1[cH:3][c:4]2[cH:5][cH:6][nH:7][c:8]2[cH:9][cH:10]1)[CH2:17][CH:18]=[CH:19][c:20]1[cH:21][cH:22][cH:23][cH:24][cH:25]1. The reactants are O=C([O-])[O-], Brc1ccc2c(ccn2Cc2ccccc2)c1, ClCCl, OB(O)c1cc(C(F)(F)F)cc(C(F)(F)F)c1, [K+], [K+], C1COCCO1, O. The product is FC(F)(F)c1cc(-c2ccc3c(ccn3Cc3ccccc3)c2)cc(C(F)(F)F)c1. As a reaction SMILES: [C:38](=[O:39])([O-:40])[O-:41].[CH2:1]([c:2]1[cH:3][cH:4][cH:5][cH:6][cH:7]1)[n:8]1[cH:9][cH:10][c:11]2[cH:12][c:13]([Br:17])[cH:14][cH:15][c:16]12.[Cl:35][CH2:36][Cl:37].[F:18][C:19]([c:20]1[cH:21][c:22]([B:30]([OH:31])[OH:32])[cH:23][c:24]([C:26]([F:27])([F:28])[F:29])[cH:25]1)([F:33])[F:34].[K+:42].[K+:43].[O:44]1[CH2:45][CH2:46][O:47][CH2:48][CH2:49]1.[OH2:50]>>[CH2:1]([c:2]1[cH:3][cH:4][cH:5][cH:6][cH:7]1)[n:8]1[cH:9][cH:10][c:11]2[cH:12][c:13](-[c:22]3[cH:21][c:20]([C:19]([F:18])([F:33])[F:34])[cH:25][c:24]([C:26]([F:27])([F:28])[F:29])[cH:23]3)[cH:14][cH:15][c:16]12. Starting materials: TEA, C=1C=CC2=C(C1)N=NN2O (HOBT), C(CCl)Cl (EDC), NOC1OCCCC1 (NH2OTHP), C(C)(=O)N1CCN(CC1)C1=CC=C(C=C1)C(/C=C/C1=CC=C(C=C1)/C=C/C(=O)O)=O ((E)-3-(4-{(E)-3-[4-(4-Acetyl-piperazin-1-yl)-phenyl]-3-oxo-propenyl}-phenyl)-acrylic acid). The solvent is CN(C)C=O (DMF), C1CCOC1 (THF). Run at time 8 hour. The product is Cl.C(C)(=O)N1CCN(CC1)C1=CC=C(C=C1)C(/C=C/C1=CC=C(C=C1)/C=C/C(=O)NO)=O ((E)-3-(4-{(E)-3-[4-(4-acetyl-piperazin-1-yl)-phenyl]-3-oxo-propenyl}-phenyl)-N-hydroxy-acrylamide hydrochloride). The yield is 8.9%. As a reaction SMILES: [C:1]([N:4]1[CH2:9][CH2:8][N:7]([C:10]2[CH:15]=[CH:14][C:13]([C:16](=[O:30])/[CH:17]=[CH:18]/[C:19]3[CH:24]=[CH:23][C:22](/[CH:25]=[CH:26]/[C:27]([OH:29])=O)=[CH:21][CH:20]=3)=[CH:12][CH:11]=2)[CH2:6][CH2:5]1)(=[O:3])[CH3:2].C1C=CC2[N:39]([OH:40])N=NC=2C=1.C(Cl)C[Cl:43].NOC1CCCCO1>C1COCC1.CN(C=O)C>[ClH:43].[C:1]([N:4]1[CH2:5][CH2:6][N:7]([C:10]2[CH:11]=[CH:12][C:13]([C:16](=[O:30])/[CH:17]=[CH:18]/[C:19]3[CH:20]=[CH:21][C:22](/[CH:25]=[CH:26]/[C:27]([NH:39][OH:40])=[O:29])=[CH:23][CH:24]=3)=[CH:14][CH:15]=2)[CH2:8][CH2:9]1)(=[O:3])[CH3:2] |f:6.7|. Procedure: (E)-3-(4-{(E)-3-[4-(4-Acetyl-piperazin-1-yl)-phenyl]-3-oxo-propenyl}-phenyl)-acrylic acid (mixture of potassium salt and hydrochloric salt, 200 mg) was dissolved in THF (5 ml), DMF (5 ml) and TEA (0.126 ml, 0.908 mmol), then HOBT (122 mg, 0.908 mmol), EDC (173 mg, 0.908 mmol) and NH2OTHP (63.7 mg, 0.545 mmol) were added to the resulting solution. The mixture was stirred overnight at room temperature and then partitioned between water and AcOEt. The organic phase was dried over Na2SO4 and evapora... The reactants are Cc1cccc2nc(SCc3ccc(C(=O)c4ccc([N+](=O)[O-])cc4)cc3)n(C)c(=O)c12, CC(=O)O, [Fe]. The product is Cc1cccc2nc(SCc3ccc(C(=O)c4ccc(N)cc4)cc3)n(C)c(=O)c12. As a reaction SMILES: [CH3:1][n:2]1[c:3]([S:14][CH2:15][c:16]2[cH:17][cH:18][c:19]([C:22]([c:23]3[cH:24][cH:25][c:26]([N+:29]([O-:30])=[O:31])[cH:27][cH:28]3)=[O:32])[cH:20][cH:21]2)[n:4][c:5]2[cH:6][cH:7][cH:8][c:9]([CH3:13])[c:10]2[c:11]1=[O:12].[CH3:33][C:34](=[O:35])[OH:36].[Fe:37]>>[CH3:1][n:2]1[c:3]([S:14][CH2:15][c:16]2[cH:17][cH:18][c:19]([C:22]([c:23]3[cH:24][cH:25][c:26]([NH2:29])[cH:27][cH:28]3)=[O:32])[cH:20][cH:21]2)[n:4][c:5]2[cH:6][cH:7][cH:8][c:9]([CH3:13])[c:10]2[c:11]1=[O:12]. Starting materials: C(CCCCCCC)N (octylamine), CC1CCOS1(=O)=O (2,4-butane sultone). Solvent: CC(CC)=O (2-butanone). The product is C(CCCCCCC)NCCC(C)S(=O)(=O)O (4-(octylamino)-2-butanesulfonic acid). Reaction SMILES: [CH2:1]([NH2:9])[CH2:2][CH2:3][CH2:4][CH2:5][CH2:6][CH2:7][CH3:8].[CH3:10][CH:11]1[S:15](=[O:17])(=[O:16])[O:14][CH2:13][CH2:12]1>CC(=O)CC>[CH2:1]([NH:9][CH2:13][CH2:12][CH:11]([S:15]([OH:17])(=[O:16])=[O:14])[CH3:10])[CH2:2][CH2:3][CH2:4][CH2:5][CH2:6][CH2:7][CH3:8]. Procedure: To a solution of octylamine (2.00 g, 15.5 mmol) in 2-butanone (17 mL) was added 2,4-butane sultone (2.21 g, 16.2 mmol). The solution was stirred at reflux for 2 hours. The reaction was cooled to room temperature. The solid was collected by filtration, washed with acetone (2×25 mL) and dried in vacuo. It was suspended in a solution of 25% EtOH/acetone (50 mL). The suspension was stirred for 5 minutes. The solid was collected by filtration, washed with acetone (2×25 mL) and dried in vacuo. 1H NMR ... Starting materials: S1C(=NC2=C1C=CC=C2)NCCNC([C@H](CC=2SC=CC2)NC(OC(C)(C)C)=O)=O ((S)-tert-butyl 1-(2-(benzo[d]thiazol-2-ylamino)ethylamino)-1-oxo-3-(thiophen-2-yl)propan-2-ylcarbamate), Cl (HCl). The solvent is O1CCOCC1 (1,4-dioxane), O1CCOCC1 (1,4-dioxane). Conditions: time 4 hour. Yields the product Cl.N[C@H](C(=O)NCCNC=1SC2=C(N1)C=CC=C2)CC=2SC=CC2 ((S)-2-amino-N-(2-(benzo[d]thiazol-2-ylamino)ethyl)-3-(thiophen-2-yl)propanamide hydrochloride), hydrochloride salt. Reaction SMILES: [S:1]1[C:5]2[CH:6]=[CH:7][CH:8]=[CH:9][C:4]=2[N:3]=[C:2]1[NH:10][CH2:11][CH2:12][NH:13][C:14](=[O:30])[C@@H:15]([NH:22]C(=O)OC(C)(C)C)[CH2:16][C:17]1[S:18][CH:19]=[CH:20][CH:21]=1.[ClH:31]>O1CCOCC1>[ClH:31].[NH2:22][C@@H:15]([CH2:16][C:17]1[S:18][CH:19]=[CH:20][CH:21]=1)[C:14]([NH:13][CH2:12][CH2:11][NH:10][C:2]1[S:1][C:5]2[CH:6]=[CH:7][CH:8]=[CH:9][C:4]=2[N:3]=1)=[O:30] |f:3.4|. Procedure details: (S)-tert-butyl 1-(2-(benzo[d]thiazol-2-ylamino)ethylamino)-1-oxo-3-(thiophen-2-yl)propan-2-ylcarbamate (195.9 mg, 0.439 mmol) was suspended in 1,4-dioxane (4 mL) and treated with 4N HCl in 1,4-dioxane (4 mL, 16.0 mmol). The resulting mixture became homogenous, then a solid separated as the stirring continued for 4 h. The solid was collected by filtration, washed with 1,4-dioxane, then dried in a vacuum oven overnight at room temperature, to yield the title compound as its corresponding hydrochlo... The reactants are BrCCN(S(=O)(=O)C)C=1C=C2C(N(C(C2=CC1)=O)CC(=O)OC(C)(C)C)=O (tert-butyl 2-(5-(N-(2-bromoethyl)methylsulfonamido)-1,3-dioxoisoindolin-2-yl)acetate), C(=O)([O-])[O-].[K+].[K+] (K2CO3), CN1CCNCC1 (1-methylpiperazine), C(=O)([O-])[O-].[K+].[K+] (K2CO3), CN1CCNCC1 (1-methylpiperazine). Run in C(C)#N (acetonitrile), C(C)#N (acetonitrile). Conditions: temperature 130 celsius, time 1 hour. Yields the product CN1CCN(CC1)CCN(S(=O)(=O)C)C=1C=C2C(N(C(C2=CC1)=O)CC(=O)OC(C)(C)C)=O (tert-butyl 2-(5-(N-(2-(4-methylpiperazin-1-yl)ethyl)methylsulfonamido)-1,3-dioxoisoindolin-2-yl)acetate). Yield: 47.7%. Reaction SMILES: Br[CH2:2][CH2:3][N:4]([C:9]1[CH:10]=[C:11]2[C:15](=[CH:16][CH:17]=1)[C:14](=[O:18])[N:13]([CH2:19][C:20]([O:22][C:23]([CH3:26])([CH3:25])[CH3:24])=[O:21])[C:12]2=[O:27])[S:5]([CH3:8])(=[O:7])=[O:6].C([O-])([O-])=O.[K+].[K+].[CH3:34][N:35]1[CH2:40][CH2:39][NH:38][CH2:37][CH2:36]1>C(#N)C>[CH3:34][N:35]1[CH2:40][CH2:39][N:38]([CH2:2][CH2:3][N:4]([C:9]2[CH:10]=[C:11]3[C:15](=[CH:16][CH:17]=2)[C:14](=[O:18])[N:13]([CH2:19][C:20]([O:22][C:23]([CH3:26])([CH3:25])[CH3:24])=[O:21])[C:12]3=[O:27])[S:5]([CH3:8])(=[O:7])=[O:6])[CH2:37][CH2:36]1 |f:1.2.3|. Reported procedure: To a solution of tert-butyl 2-(5-(N-(2-bromoethyl)methylsulfonamido)-1,3-dioxoisoindolin-2-yl)acetate (300 mg, 0.650 mmol) in acetonitrile (15 ml), K2CO3 (135 mg, 0.975 mmol) and 1-methylpiperazine (0.080 ml, 0.715 mmol) were added, and the resulting mixture was heated under MW irradiation at 130° C. for 1 hour. Additional K2CO3 (44.8 mg, 0.325 mmol) and 1-methylpiperazine (0.036 ml, 0.325 mmol) were added, and the reaction was submitted to a second microwave cycle at 130° C. for 1 hour. The mix... The reactants are CCOC(=O)C(C)S(=O)(=O)CCCCCCCCS(=O)(=O)C(C)C(=O)O, CCO, [Na+], [OH-]. The product is CC(C(=O)O)S(=O)(=O)CCCCCCCCS(=O)(=O)C(C)C(=O)O. As a reaction SMILES: [CH2:1]([CH3:2])[O:3][C:4]([CH:5]([CH3:6])[S:7](=[O:8])(=[O:9])[CH2:10][CH2:11][CH2:12][CH2:13][CH2:14][CH2:15][CH2:16][CH2:17][S:18](=[O:19])(=[O:20])[CH:21]([CH3:22])[C:23](=[O:24])[OH:25])=[O:26].[CH3:29][CH2:30][OH:31].[Na+:28].[OH-:27]>>[O:3]=[C:4]([CH:5]([CH3:6])[S:7](=[O:8])(=[O:9])[CH2:10][CH2:11][CH2:12][CH2:13][CH2:14][CH2:15][CH2:16][CH2:17][S:18](=[O:19])(=[O:20])[CH:21]([CH3:22])[C:23](=[O:24])[OH:25])[OH:26].